This data is from the Open Reaction Database (ORD), a public repository of structured organic reaction records. The task is: describe an organic reaction: reactants, conditions, products, and yield Starting materials: [Li]C, Cl, N#N, C1CCOC1, O, O=C(O)c1cccc2c1Sc1ccccc1S2. Yields the product CC(=O)c1cccc2c1Sc1ccccc1S2. As a reaction SMILES: [CH3:1][Li:2].[ClH:22].[N:20]#[N:21].[O:23]1[CH2:24][CH2:25][CH2:26][CH2:27]1.[OH2:28].[c:3]1([C:17](=[O:18])[OH:19])[cH:4][cH:5][cH:6][c:7]2[c:16]1[S:15][c:14]1[c:9]([cH:10][cH:11][cH:12][cH:13]1)[S:8]2>>[CH3:1][C:17]([c:3]1[cH:4][cH:5][cH:6][c:7]2[c:16]1[S:15][c:14]1[c:9]([cH:10][cH:11][cH:12][cH:13]1)[S:8]2)=[O:19]. Starting materials: C=1(O)C(O)=CC=CC1 (Catechol), C([O-])([O-])=O.[K+].[K+] (potassium carbonate), ClCC(=C)CCl (2-Chloromethyl-3-chloro-1-propene). The solvent is C(C)#N (acetonitrile). Yields the product C=C1COC2=C(OC1)C=CC=C2 (3-methylene-3,4-dihydro-2H-benzo[b][1,4]dioxepine). RXN SMILES: [C:1]1([C:3](=[CH:5][CH:6]=[CH:7][CH:8]=1)[OH:4])[OH:2].C(=O)([O-])[O-].[K+].[K+].Cl[CH2:16][C:17]([CH2:19]Cl)=[CH2:18]>C(#N)C>[CH2:16]=[C:17]1[CH2:19][O:4][C:3]2[CH:5]=[CH:6][CH:7]=[CH:8][C:1]=2[O:2][CH2:18]1 |f:1.2.3|. Reported procedure: Catechol (5.09 g, 46.2 mmol) and potassium carbonate were combined in acetonitrile and heated to reflux for one hour. 2-Chloromethyl-3-chloro-1-propene (5.78 g, 46.2 mmol) was added and the reaction was continued at reflux for 24 hours. The solution was cooled to room temperature and filtered. The filtrate was evaporated and the residue was diluted with water and extracted with diethyl ether (3×). The combined organic solution was dried over MgSO4 and concentrated. Chromatography (2% ethyl ether... Starting materials: C1(CCCC1)Br (Cyclopentylbromide), FC1=CC=C(C=C1)[C@@H](C)NC(=O)[C@@H]1CC[C@H](CC1)NS(=O)(=O)C1=CC(=C(C=C1)O)OC (Trans-4-(4-Hydroxy-3-methoxy-benzenesulfonylamino)-cyclohexanecarboxylic acid [(R)-1-(4-fluoro-phenyl)-ethyl]-amide), C([O-])([O-])=O.[K+].[K+] (potassium carbonate). Solvent: CN(C=O)C (dimethylformamide), C(C)(=O)OCC (ethyl acetate). Conditions: temperature 50 celsius. The product is FC1=CC=C(C=C1)[C@@H](C)NC(=O)[C@@H]1CC[C@H](CC1)NS(=O)(=O)C1=CC(=C(C=C1)OC1CCCC1)OC (Trans-4-(4-Cyclopentyloxy-3-methoxy-benzenesulfonylamino)-cyclohexanecarboxylic acid [(R)-1-(4-fluoro-phenyl)-ethyl]-amide). Yield: 50.0%. Reaction SMILES: [CH:1]1(Br)[CH2:5][CH2:4][CH2:3][CH2:2]1.[F:7][C:8]1[CH:13]=[CH:12][C:11]([C@H:14]([NH:16][C:17]([C@H:19]2[CH2:24][CH2:23][C@H:22]([NH:25][S:26]([C:29]3[CH:34]=[CH:33][C:32]([OH:35])=[C:31]([O:36][CH3:37])[CH:30]=3)(=[O:28])=[O:27])[CH2:21][CH2:20]2)=[O:18])[CH3:15])=[CH:10][CH:9]=1.C(=O)([O-])[O-].[K+].[K+]>CN(C)C=O.C(OCC)(=O)C>[F:7][C:8]1[CH:13]=[CH:12][C:11]([C@H:14]([NH:16][C:17]([C@H:19]2[CH2:24][CH2:23][C@H:22]([NH:25][S:26]([C:29]3[CH:34]=[CH:33][C:32]([O:35][CH:1]4[CH2:5][CH2:4][CH2:3][CH2:2]4)=[C:31]([O:36][CH3:37])[CH:30]=3)(=[O:28])=[O:27])[CH2:21][CH2:20]2)=[O:18])[CH3:15])=[CH:10][CH:9]=1 |f:2.3.4|. Procedure details: Cyclopentylbromide (10.45 mg, 0.07 mmol) was added to solution of trans-4-(4-hydroxy-3-methoxy-benzenesulfonylamino)-cyclohexanecarboxylic acid [(R)-1-(4-fluoro-phenyl)-ethyl]-amide (Example 2, 31.6 mg, 0.07 mmol) and potassium carbonate (19.4 mg, 0.14 mmol) in dimethylformamide (700 ul). The reaction was heated 50° C. for 16 h, cooled to room temperature, diluted with ethyl acetate and rinsed with 1:1 water:brine. The organic layer was concentrated and purified by reverse-phase chromatography f... The reactants are O=C([O-])O, C=CCC1CC(c2cccc(Cl)c2)C(c2ccc(Cl)cc2)N(C(CC)C(=O)O)C1=O, CCN=C=NCCCN(C)C, CCN, ClCCl, Cl, Cl, [Na+], CN(C)C=O, On1nnc2cccnc21. Yields the product C=CCC1CC(c2cccc(Cl)c2)C(c2ccc(Cl)cc2)N(C(CC)C(=O)NCC)C1=O. RXN SMILES: [C:56](=[O:57])([OH:58])[O-:59].[CH2:1]([CH:2]=[CH2:3])[CH:4]1[C:5](=[O:30])[N:6]([CH:24]([C:25](=[O:26])[OH:27])[CH2:28][CH3:29])[CH:7]([c:17]2[cH:18][cH:19][c:20]([Cl:23])[cH:21][cH:22]2)[CH:8]([c:10]2[cH:11][c:12]([Cl:16])[cH:13][cH:14][cH:15]2)[CH2:9]1.[CH2:35]([N:36]=[C:37]=[N:38][CH2:39][CH2:40][CH2:41][N:42]([CH3:43])[CH3:44])[CH3:45].[CH3:31][CH2:32][NH2:33].[Cl:62][CH2:63][Cl:64].[ClH:34].[ClH:61].[Na+:60].[O:65]=[CH:66][N:67]([CH3:68])[CH3:69].[n:46]1[c:47]2[c:48]([n:49][cH:50][cH:51][cH:52]2)[n:53]([OH:54])[n:55]1>>[CH2:1]([CH:2]=[CH2:3])[CH:4]1[C:5](=[O:30])[N:6]([CH:24]([C:25](=[O:27])[NH:33][CH2:32][CH3:31])[CH2:28][CH3:29])[CH:7]([c:17]2[cH:18][cH:19][c:20]([Cl:23])[cH:21][cH:22]2)[CH:8]([c:10]2[cH:11][c:12]([Cl:16])[cH:13][cH:14][cH:15]2)[CH2:9]1. Reactants: CCOC(=O)CC(=O)OCC, CC(=O)OC(C)=O, CC(=O)O, O=N[O-], [Na+]. Product: CCOC(=O)C(NC(C)=O)C(=O)OCC. RXN SMILES: [C:5]([CH2:6][C:7](=[O:8])[O:9][CH2:10][CH3:11])(=[O:12])[O:13][CH2:14][CH3:15].[CH3:16][C:17]([O:18][C:19](=[O:20])[CH3:21])=[O:22].[CH3:1][C:2]([OH:3])=[O:4].[N:23]([O-:24])=[O:25].[Na+:26]>>[CH3:1][C:2](=[O:4])[NH:23][CH:6]([C:5](=[O:12])[O:13][CH2:14][CH3:15])[C:7](=[O:8])[O:9][CH2:10][CH3:11]. The product is CCOC(=O)C(C)(C)c1ccc([N+](=O)[O-])c(Cl)c1. The reactants are O=C([O-])O, CI, CCOC(C)=O, CCOC(=O)C(C)c1ccc([N+](=O)[O-])c(Cl)c1, [H-], [Na+], [Na+], CN(C)C=O, O. Reaction SMILES: [C:22](=[O:23])([O-:24])[OH:25].[CH3:20][I:21].[CH3:33][CH2:34][O:35][C:36](=[O:37])[CH3:38].[Cl:1][c:2]1[cH:3][c:4]([CH:11]([C:12](=[O:13])[O:14][CH2:15][CH3:16])[CH3:17])[cH:5][cH:6][c:7]1[N+:8](=[O:9])[O-:10].[H-:18].[Na+:19].[Na+:26].[O:27]=[CH:28][N:29]([CH3:30])[CH3:31].[OH2:32]>>[Cl:1][c:2]1[cH:3][c:4]([C:11]([C:12](=[O:13])[O:14][CH2:15][CH3:16])([CH3:17])[CH3:22])[cH:5][cH:6][c:7]1[N+:8](=[O:9])[O-:10]. RXN SMILES: [CH3:40][C:41](=[O:42])[OH:43].[F:1][c:2]1[c:3]([O:4][CH2:5][C:6](=[O:7])[O:8][CH3:9])[cH:10][c:11]([CH2:14][c:15]2[nH:16][c:17](-[c:30]3[n:31][c:32]([CH3:36])[cH:33][cH:34][cH:35]3)[c:18](-[c:20]3[cH:21][c:22]4[cH:23][cH:24][cH:25][n:26][c:27]4[cH:28][cH:29]3)[n:19]2)[cH:12][cH:13]1.[Na+:38].[OH-:37].[OH2:39]>>[F:1][c:2]1[c:3]([O:4][CH2:5][C:6](=[O:7])[OH:8])[cH:10][c:11]([CH2:14][c:15]2[nH:16][c:17](-[c:30]3[n:31][c:32]([CH3:36])[cH:33][cH:34][cH:35]3)[c:18](-[c:20]3[cH:21][c:22]4[cH:23][cH:24][cH:25][n:26][c:27]4[cH:28][cH:29]3)[n:19]2)[cH:12][cH:13]1. Yields the product Cc1cccc(-c2[nH]c(Cc3ccc(F)c(OCC(=O)O)c3)nc2-c2ccc3ncccc3c2)n1. The reactants are CC(=O)O, COC(=O)COc1cc(Cc2nc(-c3ccc4ncccc4c3)c(-c3cccc(C)n3)[nH]2)ccc1F, [Na+], [OH-], O. The product is O=[N+]([O-])C1=C2N(Cc3ccc(Cl)nc3)CCCN2C2CCC1O2. As a reaction SMILES: [CH3:25][C:26]#[N:27].[CH:19]([CH2:20][CH2:21][CH:22]=[O:23])=[O:24].[Cl:1][c:2]1[cH:3][cH:4][c:5]([CH2:8][N:9]2[C:10](=[CH:15][N+:16](=[O:17])[O-:18])[NH:11][CH2:12][CH2:13][CH2:14]2)[cH:6][n:7]1>>[Cl:1][c:2]1[cH:3][cH:4][c:5]([CH2:8][N:9]2[C:10]3=[C:15]([N+:16](=[O:17])[O-:18])[CH:22]4[CH2:21][CH2:20][CH:19]([N:11]3[CH2:12][CH2:13][CH2:14]2)[O:24]4)[cH:6][n:7]1. Reactants: CC#N, O=CCCC=O, O=[N+]([O-])C=C1NCCCN1Cc1ccc(Cl)nc1. The reactants are C(CC)C(CO)CCCCC (2-propylheptanol), C(CCCCC)(=O)O (caproic acid), Sn oxalate. Run in O (water). The product is C(CCCCC)(=O)OCC(CCCCC)CCC (2-propylheptyl Caproate). Yield: 98.0%. RXN SMILES: [CH2:1]([CH:4]([CH2:7][CH2:8][CH2:9][CH2:10][CH3:11])[CH2:5][OH:6])[CH2:2][CH3:3].[C:12](O)(=[O:18])[CH2:13][CH2:14][CH2:15][CH2:16][CH3:17]>O>[C:12]([O:6][CH2:5][CH:4]([CH2:1][CH2:2][CH3:3])[CH2:7][CH2:8][CH2:9][CH2:10][CH3:11])(=[O:18])[CH2:13][CH2:14][CH2:15][CH2:16][CH3:17]. Procedure: 158.3 g 2-propylheptanol (1 mol) and 116.2 g caproic acid (1 mol) were heated for 4 h to 220° C. on a water separator together with 0.27 g Fascat® 2001 (Sn oxalate: 0.1% by weight, based on the composition as a whole). After the separation of water had stopped, the crude product was distilled in an oil pump vacuum through a 250 mm Vigreux column (T=111-126° C.). 251.4 g of a colorless oil were obtained: OHV=<1, AV=<0.1. Reactants: N#CCC(=O)O, CCN=C=NCCCN(C)C, ClCCl, NC1CCCCC1. The product is N#CCC(=O)NC1CCCCC1. Reaction SMILES: [C:1](#[N:2])[CH2:3][C:4](=[O:5])[OH:6].[CH3:14][CH2:15][N:16]=[C:17]=[N:18][CH2:19][CH2:20][CH2:21][N:22]([CH3:23])[CH3:24].[Cl:25][CH2:26][Cl:27].[NH2:7][CH:8]1[CH2:9][CH2:10][CH2:11][CH2:12][CH2:13]1>>[C:1](#[N:2])[CH2:3][C:4](=[O:6])[NH:7][CH:8]1[CH2:9][CH2:10][CH2:11][CH2:12][CH2:13]1.